describe an organic reaction: reactants, conditions, products, and yield From a dataset of the Open Reaction Database (ORD), a public repository of structured organic reaction records. The reactants are IC=1C=C(C=CC1)O (3-iodophenol), BrC(C(=O)OCC)C(=O)OCC (diethyl bromomalonate), C([O-])([O-])=O.[K+].[K+] (potassium carbonate). The solvent is CN(C=O)C (N,N-dimethylformamide). Product: IC=1C=C(OC(C(=O)OCC)OC2=CC(=CC=C2)I)C=CC1 (Ethyl 2,2-Bis-(3-iodophenoxy)acetate). The yield is 17.2%. RXN SMILES: [I:1][C:2]1[CH:3]=[C:4]([OH:8])[CH:5]=[CH:6][CH:7]=1.Br[CH:10]([C:16]([O:18][CH2:19][CH3:20])=[O:17])C(OCC)=O.[C:21](=[O:24])([O-])[O-].[K+].[K+]>CN(C)C=O>[I:1][C:2]1[CH:3]=[C:4]([CH:5]=[CH:6][CH:7]=1)[O:8][CH:10]([O:24][C:21]1[CH:5]=[CH:6][CH:7]=[C:2]([I:1])[CH:3]=1)[C:16]([O:18][CH2:19][CH3:20])=[O:17] |f:2.3.4|. Reported procedure: A stirred solution of 40.0 g (0.18 mol) of 3-iodophenol, 33.6 ml (0.18 mol) of diethyl bromomalonate and 27.63 g (0.2 moles) of milled anhydrous potassium carbonate in 250 ml dry N,N-dimethylformamide was heated at 110°-120° C. under argon for 14 hours. The mixture was cooled and concentrated in vacuo. The resulting residue was combined with 600 ml of ice-cold water and the oily product was extracted with ethyl acetate (4×150 ml). The combined ethyl acetate extracts were dried (MgSO4) and concen...